From a dataset of the Open Reaction Database (ORD), a public repository of structured organic reaction records. describe an organic reaction: reactants, conditions, products, and yield The reactants are O=C([O-])[O-], CCCS, CN(C)C=O, COC(=O)c1ccc(-c2c[nH]nc2C(F)(F)F)cc1Cl, [K+], [K+], O. Product: CCCSc1cc(-c2c[nH]nc2C(F)(F)F)ccc1C(=O)OC. As a reaction SMILES: [C:25](=[O:26])([O-:27])[O-:28].[CH2:21]([CH2:22][CH3:23])[SH:24].[CH3:32][N:33]([CH3:34])[CH:35]=[O:36].[Cl:1][c:2]1[c:3]([C:4](=[O:5])[O:6][CH3:7])[cH:8][cH:9][c:10](-[c:12]2[c:13]([C:17]([F:18])([F:19])[F:20])[n:14][nH:15][cH:16]2)[cH:11]1.[K+:29].[K+:30].[OH2:31]>>[c:2]1([S:24][CH2:21][CH2:22][CH3:23])[c:3]([C:4](=[O:5])[O:6][CH3:7])[cH:8][cH:9][c:10](-[c:12]2[c:13]([C:17]([F:18])([F:19])[F:20])[n:14][nH:15][cH:16]2)[cH:11]1.